From a dataset of the Open Reaction Database (ORD), a public repository of structured organic reaction records. describe an organic reaction: reactants, conditions, products, and yield Reactants: ClC1=CC=C(C=C1)C1=C(C=2N(N=C1)C(NN2)=O)C2=CC=NC=C2 (7-(4-chlorophenyl)-8-(pyridin-4-yl)-[1,2,4]triazolo[4,3-b]pyridazin-3(2H)-one), C(=O)([O-])[O-].[K+].[K+] (K2CO3), ClCC=1C=CC(=NC1)C(F)(F)F (5-chloromethyl-2-trifluoromethylpyridine). The solvent is CN(C)C=O (DMF). Conditions: temperature 65 celsius. Yields the product ClC1=CC=C(C=C1)C1=C(C=2N(N=C1)C(N(N2)CC=2C=NC(=CC2)C(F)(F)F)=O)C2=CC=NC=C2 (7-(4-chlorophenyl)-8-(pyridin-4-yl)-2-((6-(trifluoromethyl)pyridin-3-yl)methyl)-[1,2,4]triazolo[4,3-b]pyridazin-3(2H)-one). Isolated yield 76.1%. RXN SMILES: [Cl:1][C:2]1[CH:7]=[CH:6][C:5]([C:8]2[CH:13]=[N:12][N:11]3[C:14](=[O:17])[NH:15][N:16]=[C:10]3[C:9]=2[C:18]2[CH:23]=[CH:22][N:21]=[CH:20][CH:19]=2)=[CH:4][CH:3]=1.C([O-])([O-])=O.[K+].[K+].Cl[CH2:31][C:32]1[CH:33]=[CH:34][C:35]([C:38]([F:41])([F:40])[F:39])=[N:36][CH:37]=1>CN(C=O)C>[Cl:1][C:2]1[CH:7]=[CH:6][C:5]([C:8]2[CH:13]=[N:12][N:11]3[C:14](=[O:17])[N:15]([CH2:31][C:32]4[CH:37]=[N:36][C:35]([C:38]([F:41])([F:39])[F:40])=[CH:34][CH:33]=4)[N:16]=[C:10]3[C:9]=2[C:18]2[CH:23]=[CH:22][N:21]=[CH:20][CH:19]=2)=[CH:4][CH:3]=1 |f:1.2.3|. Procedure: A solution of 7-(4-chlorophenyl)-8-(pyridin-4-yl)-[1,2,4]triazolo[4,3-b]pyridazin-3(2H)-one (1.1 g, 3.4 mmol), prepared as described in Example 244, K2CO3 (940 mg, 6.8 mmol), and 5-chloromethyl-2-trifluoromethylpyridine (800 mg, 4.1 mmol) in DMF (8.3 mL) was heated at 65° C. for 40 min. After this time, the solution was cooled to RT The reaction mixture was partitioned between water and EtOAc. The organic layer separated, washed with water and saturated aqueous NaCl. The organic layer was dried ... The reactants are CC1=CC(=C(/C=C/C(=O)OC)C=C1)NS(=O)(=O)C1=CC=CC=C1 (methyl trans-4-methyl-2-(phenylsulfonylamino)cinnamate), ClC1=CC=C(C(CBr)=O)C=C1 (4-chlorophenacyl bromide). Yields the product COC(CC1=C(NC2=CC(=CC=C12)C)C(C1=CC=C(C=C1)Cl)=O)=O (Methyl[2-(4-chlorobenzoyl)-6-methyl-1H-indol-3-yl]acetate). As a reaction SMILES: [CH3:1][C:2]1[CH:13]=[CH:12][C:5](/[CH:6]=[CH:7]/[C:8]([O:10][CH3:11])=[O:9])=[C:4]([NH:14]S(C2C=CC=CC=2)(=O)=O)[CH:3]=1.[Cl:24][C:25]1[CH:34]=[CH:33][C:28]([C:29](=[O:32])[CH2:30]Br)=[CH:27][CH:26]=1>>[CH3:11][O:10][C:8](=[O:9])[CH2:7][C:6]1[C:5]2[C:4](=[CH:3][C:2]([CH3:1])=[CH:13][CH:12]=2)[NH:14][C:30]=1[C:29](=[O:32])[C:28]1[CH:33]=[CH:34][C:25]([Cl:24])=[CH:26][CH:27]=1. Procedure: The title compound was prepared according to the procedure described in Example 57 from methyl trans-4-methyl-2-(phenylsulfonylamino)cinnamate (step 2 of Example 149) and 4-chlorophenacyl bromide. The reactants are C1(=CC=CC=C1)[C@@H](CC(=O)O)CC (3[R]-Phenylvaleric acid), C(C(=O)Cl)(=O)Cl (oxalyl chloride). Solvent: C(Cl)Cl (methylene chloride). Run at time 8 hour. The product is C(C)[C@@H](C1=CC=CC=C1)C1=C(C2=C(OC1=O)CCCCCC2)O (3-(α[S]-Ethylbenzyl)-4-hydroxy-5,6,7,8,9,10-hexahydrocycloocta[b]pyran-2-one). As a reaction SMILES: [C:1]1([C@H:7]([CH2:12][CH3:13])[CH2:8][C:9]([OH:11])=[O:10])[CH:6]=[CH:5][CH:4]=[CH:3][CH:2]=1.[C:14](Cl)(=[O:18])[C:15](Cl)=O>C(Cl)Cl>[CH2:12]([C@H:7]([C:8]1[C:9](=[O:11])[O:10][C:8]2[CH2:7][CH2:1][CH2:2][CH2:3][CH2:4][CH2:5][C:15]=2[C:14]=1[OH:18])[C:1]1[CH:6]=[CH:5][CH:4]=[CH:3][CH:2]=1)[CH3:13]. Reported procedure: 3[R]-Phenylvaleric acid of formula VV-3 (400 mg) is added to methylene chloride (5 mL) followed by oxalyl chloride (0.21 mL). That mixture is heated at reflux for 3 hours. The methylene chloride is removed and 1,3,5-trimethylbenzene (10 mL) is added. The solution of the acid chloride is then heated to reflux temperatures and the title product of Preparation 87 [VV-2](210 mg) and triethylamine (210 mg) (both in 1.5 mL of 1,3,5-trimethylbenzene) are added dropwise. After complete addition the reac...